describe an organic reaction: reactants, conditions, products, and yield From a dataset of the Open Reaction Database (ORD), a public repository of structured organic reaction records. Starting materials: CC(C)(OC(=O)N(C=1N=CC(=NC1)C#N)C(=O)OC(C)(C)C)C (5-[[bis[(1,1-dimethylethoxy)carbonyl]]amino]-2-pyrazinecarbonitrile), Cl.NO (hydroxylamine hydrochloride), N1CCCCC1 (piperidine). The solvent is CS(=O)C (dimethyl sulfoxide). Run at temperature 25 celsius, time 50 minute. Yields the product ethyl acetate hexanes, CC(C)(OC(=O)N(C=1N=CC(=NC1)C(NO)=N)C(=O)OC(C)(C)C)C (5-[[bis[(1,1-dimethylethoxy)carbonyl]]amino]-N-hydroxy-2-pyrazinecarboximidamide). Isolated yield 55.2%. As a reaction SMILES: [CH3:1][C:2]([CH3:23])([O:4][C:5]([N:7]([C:16]([O:18][C:19]([CH3:22])([CH3:21])[CH3:20])=[O:17])[C:8]1[N:9]=[CH:10][C:11]([C:14]#[N:15])=[N:12][CH:13]=1)=[O:6])[CH3:3].Cl.[NH2:25][OH:26].N1CCCCC1>CS(C)=O>[CH3:21][C:19]([CH3:22])([O:18][C:16]([N:7]([C:5]([O:4][C:2]([CH3:23])([CH3:3])[CH3:1])=[O:6])[C:8]1[N:9]=[CH:10][C:11]([C:14](=[NH:15])[NH:25][OH:26])=[N:12][CH:13]=1)=[O:17])[CH3:20] |f:1.2|. Procedure: A solution of 5-[[bis[(1,1-dimethylethoxy)carbonyl]]amino]-2-pyrazinecarbonitrile (305.7 mg, 0.954 mmol) in dimethyl sulfoxide (5.8 mL) was treated with hydroxylamine hydrochloride (333.8 mg, 4.804 mmol) and piperidine (0.50 mL, 5.050 mmol). The reaction was stirred at 25° C. for 50 min and then was partitioned between ethyl acetate (100 mL) and water (50 mL). The organic layer was washed with water (50 mL) and a saturated aqueous sodium chloride solution (50 mL), dried over sodium sulfate, filt... Yields the product OCCN1C=C(C(C2=C1N=C(N=C2)N2CCN(CC2)C)=O)C(=O)OCC (Ethyl 5,8-dihydro-8-(2-hydroxyethyl)-2-(4-methyl-1-piperazinyl)-5-oxopyrido[2,3-d]pyrimidine-6-carboxylate). Solvent: CN(C=O)C (dimethylformamide). Isolated yield 80.8%. The reactants are CN1CCN(CC1)C=1N=CC2=C(N1)NC=C(C2=O)C(=O)OCC (ethyl 5,8-dihydro-2-(4-methyl-1-piperazinyl)-5-oxopyrido[2,3-d]pyrimidine-6-carboxylate), [H-].[Na+] (sodium hydride), C(CO)Cl (ethylene chlorohydrin). RXN SMILES: [CH3:1][N:2]1[CH2:7][CH2:6][N:5]([C:8]2[N:9]=[CH:10][C:11]3[C:17](=[O:18])[C:16]([C:19]([O:21][CH2:22][CH3:23])=[O:20])=[CH:15][NH:14][C:12]=3[N:13]=2)[CH2:4][CH2:3]1.[H-].[Na+].[CH2:26](Cl)[CH2:27][OH:28]>CN(C)C=O>[OH:28][CH2:27][CH2:26][N:14]1[C:12]2[N:13]=[C:8]([N:5]3[CH2:4][CH2:3][N:2]([CH3:1])[CH2:7][CH2:6]3)[N:9]=[CH:10][C:11]=2[C:17](=[O:18])[C:16]([C:19]([O:21][CH2:22][CH3:23])=[O:20])=[CH:15]1 |f:1.2|. Conditions: temperature 100 celsius. Procedure details: A mixture containing 5.0 g of ethyl 5,8-dihydro-2-(4-methyl-1-piperazinyl)-5-oxopyrido[2,3-d]pyrimidine-6-carboxylate, 70 ml of dimethylformamide, 0.90 g of 50% sodium hydride, and 3.8 g of ethylene chlorohydrin was heated at 100°C for one hour. Dimethylformamide was distilled off in vacuo, and the residue taken up in chloroform. The chloroform solution was washed with water, dried over anhydrous magnesium sulfate, and the solvent distilled off. The resulting solid was recrystallized from ethano... Reactants: N1C(=O)NC(=O)C=C1 (Uracil), C(C)(=O)O[C@H]1[C@H](OC(C)=O)[C@@H](OC(C)=O)[C@H](OC(C)=O)[C@H](O1)COC(C)=O (1,2,3,4,6-penta-O-acetyl-β-D-glucopyranose), N1C(=O)NC(=O)C=C1 (Uracil), [Sn](Cl)(Cl)(Cl)Cl (tin tetrachloride). The solvent is ClCCCl (1,2 dichloroethane), ClCCCl (1,2-dichloroethane), C1=CC=CC=C1 (benzene). The product is C(C)(=O)O[C@H]1[C@@H](O[C@@H]([C@H]([C@@H]1OC(C)=O)OC(C)=O)COC(C)=O)N1C(=O)NC(=O)C=C1 (1-(2,3,4,6-tetra-O-acetyl-β-D-glucopyranosyl)uracil). RXN SMILES: [NH:1]1[CH:8]=[CH:7][C:5](=[O:6])[NH:4][C:2]1=[O:3].C(O[C@@H:13]1[O:30][C@H:29]([CH2:31][O:32][C:33](=[O:35])[CH3:34])[C@@H:24]([O:25][C:26](=[O:28])[CH3:27])[C@H:19]([O:20][C:21](=[O:23])[CH3:22])[C@H:14]1[O:15][C:16](=[O:18])[CH3:17])(=O)C.[Sn](Cl)(Cl)(Cl)Cl>C1C=CC=CC=1.ClCCCl>[C:16]([O:15][C@@H:14]1[C@@H:19]([O:20][C:21](=[O:23])[CH3:22])[C@H:24]([O:25][C:26](=[O:28])[CH3:27])[C@@H:29]([CH2:31][O:32][C:33](=[O:35])[CH3:34])[O:30][C@H:13]1[N:1]1[CH:8]=[CH:7][C:5](=[O:6])[NH:4][C:2]1=[O:3])(=[O:18])[CH3:17]. Procedure: Uracil is bis-trimethylsilylated according to the procedure of Niedballa and Vorbruggeno Uracil is dissolved in benzene, and added to 1,2,3,4,6-penta-O-acetyl-β-D-glucopyranose 33.1b (Xi=β-OAc) (Niedbala and Vorbruggen) in 1,2 dichloroethane followed by tin tetrachloride in 1,2-dichloroethane according to the method of Vorbruggen and Niedballa to provide the 1-(2,3,4,6-tetra-O-acetyl-β-D-glucopyranosyl)uracil 33.1b (Xi=β-uracil-1-yl). Following methanolysis with sodium methoxide in methanol the ... The reactants are [Al+3], C1CCOC1, O=C1CSc2c(ccc(F)c2F)N1, [H-], [H-], [H-], [H-], [Li+]. Yields the product Fc1ccc2c(c1F)SCCN2. As a reaction SMILES: [Al+3:15].[CH2:20]1[O:21][CH2:22][CH2:23][CH2:24]1.[F:1][c:2]1[c:3]([F:13])[c:4]2[c:5]([cH:11][cH:12]1)[NH:6][C:7](=[O:10])[CH2:8][S:9]2.[H-:14].[H-:17].[H-:18].[H-:19].[Li+:16]>>[F:1][c:2]1[c:3]([F:13])[c:4]2[c:5]([cH:11][cH:12]1)[NH:6][CH2:7][CH2:8][S:9]2. Reactants: CC(C)(C)OC(=O)N1CCN(c2ccc(O)cc2)CC1, O=C([O-])[O-], CN(C)C=O, O=[N+]([O-])c1ccc(Cl)cc1F, [K+], [K+], O. Yields the product CC(C)(C)OC(=O)N1CCN(c2ccc(Oc3cc(Cl)ccc3[N+](=O)[O-])cc2)CC1. RXN SMILES: [C:12]([CH3:13])([CH3:14])([CH3:15])[O:16][C:17](=[O:18])[N:19]1[CH2:20][CH2:21][N:22]([c:25]2[cH:26][cH:27][c:28]([OH:31])[cH:29][cH:30]2)[CH2:23][CH2:24]1.[C:32](=[O:33])([O-:34])[O-:35].[CH3:38][N:39]([CH3:40])[CH:41]=[O:42].[Cl:1][c:2]1[cH:3][c:4]([F:11])[c:5]([N+:8](=[O:9])[O-:10])[cH:6][cH:7]1.[K+:36].[K+:37].[OH2:43]>>[Cl:1][c:2]1[cH:3][c:4]([O:31][c:28]2[cH:27][cH:26][c:25]([N:22]3[CH2:21][CH2:20][N:19]([C:17]([O:16][C:12]([CH3:13])([CH3:14])[CH3:15])=[O:18])[CH2:24][CH2:23]3)[cH:30][cH:29]2)[c:5]([N+:8](=[O:9])[O-:10])[cH:6][cH:7]1. Reactants: CCO, Cl, [Na+], [OH-], CCOC(=O)c1ccc(C(=O)OCC)nn1. Yields the product CCOC(=O)c1ccc(C(=O)O)nn1. As a reaction SMILES: [CH2:18]([OH:19])[CH3:20].[ClH:17].[Na+:22].[OH-:21].[n:1]1[n:2][c:3]([C:12](=[O:13])[O:14][CH2:15][CH3:16])[cH:4][cH:5][c:6]1[C:7](=[O:8])[O:9][CH2:10][CH3:11]>>[n:1]1[n:2][c:3]([C:12](=[O:13])[OH:14])[cH:4][cH:5][c:6]1[C:7](=[O:8])[O:9][CH2:10][CH3:11]. Reactants: FC(COC(OCC(C(C(C(F)F)(F)F)(F)F)(F)F)=O)(C(C(C(F)F)(F)F)(F)F)F (bis(2,2,3,3,4,4,5,5-octafluoropentyl)carbonate), FC(CNC(OCC1=CC(=CC=C1)COC(NCC(C(C(C(F)F)(F)F)(F)F)(F)F)=O)=O)(C(C(C(F)F)(F)F)(F)F)F (m-xylylene bis(2,2,3,3,4,4,5,5-octafluoropentyl carbamate)). Product: C(N)(OCC1=CC(=CC=C1)COC(N)=O)=O (m-xylylene dicarbamate). Isolated yield 98.5%. RXN SMILES: FC(F)(C(F)(F)C(F)(F)C(F)F)COC(=O)OCC(F)(F)C(F)(F)C(F)(F)C(F)F.FC(F)(C(F)(F)C(F)(F)C(F)F)C[NH:34][C:35](=[O:62])[O:36][CH2:37][C:38]1[CH:43]=[CH:42][CH:41]=[C:40]([CH2:44][O:45][C:46](=[O:61])[NH:47]CC(F)(F)C(F)(F)C(F)(F)C(F)F)[CH:39]=1>>[C:46](=[O:61])([O:45][CH2:44][C:40]1[CH:41]=[CH:42][CH:43]=[C:38]([CH2:37][O:36][C:35](=[O:62])[NH2:34])[CH:39]=1)[NH2:47]. Procedure details: The reaction was carried out in the same manner as Example 3 except for using 80.5 g (0.1642 mol) of bis(2,2,3,3,4,4,5,5-octafluoropentyl)carbonate (to be referred to as “BOFC” hereinafter) synthesized in the above Synthesis Example 4 in place of BTFC, and it was confirmed that m-xylylene bis(2,2,3,3,4,4,5,5-octafluoropentyl carbamate) (to be referred to as XDC-4 hereinafter) was generated as the main product (XDA base yield 98.5%). Structural assignment of the product XDC-4 was carried out by 1...